From a dataset of the Open Reaction Database (ORD), a public repository of structured organic reaction records. describe an organic reaction: reactants, conditions, products, and yield The reactants are C(C1=CC=CC=C1)NCC(=O)O (N-benzyl glycine), solution, Cl (HCl), CO (MeOH). The solvent is O1CCOCC1 (dioxane). Run at time 8 hour. The product is Cl.C(C1=CC=CC=C1)NCC(=O)OC (Methyl 2-(benzylamino)acetate hydrochloride). Isolated yield 99.0%. RXN SMILES: [CH2:1]([NH:8][CH2:9][C:10]([OH:12])=[O:11])[C:2]1[CH:7]=[CH:6][CH:5]=[CH:4][CH:3]=1.[ClH:13].[CH3:14]O>O1CCOCC1>[ClH:13].[CH2:1]([NH:8][CH2:9][C:10]([O:12][CH3:14])=[O:11])[C:2]1[CH:7]=[CH:6][CH:5]=[CH:4][CH:3]=1 |f:4.5|. Procedure: To a N-benzyl glycine 26 (500 mg, 3.0 mmol) in MeOH (6 mL) was added 4M solution of HCl in dioxane (4 mL) and stirred overnight. The reaction mixture was concentrated to afford compound 27 (649 mg, 99%) as a white solid. The crude compound was carried forward without further purification. LRMS (ESI): (calc) 179.2 (found) 180.1 (MH)+. Reactants: CN (methylamine), O(C1=CC=CC=C1)CCCBr (3-phenoxy-propylbromide), CN (methylamine). Run in O1CCCC1 (tetrahydrofuran). Conditions: time 8 hour. Yields the product CNCCCOC1=CC=CC=C1 (methyl-(3-phenoxy-propyl)-amine). As a reaction SMILES: [CH3:1][NH2:2].[O:3]([CH2:10][CH2:11][CH2:12]Br)[C:4]1[CH:9]=[CH:8][CH:7]=[CH:6][CH:5]=1>O1CCCC1>[CH3:1][NH:2][CH2:12][CH2:11][CH2:10][O:3][C:4]1[CH:9]=[CH:8][CH:7]=[CH:6][CH:5]=1. Procedure: 3.57 g of methylamine is condensed in a solution of 1.6 ml of 3-phenoxy-propylbromide in 15 ml of anhydrous tetrahydrofuran at −78° C., and it is stirred overnight at room temperature in a pressurized reactor. After the pressurized reactor was opened at −20° C., it is allowed to come to room temperature to allow excess methylamine to evaporate off. Then, the reaction solution is added to saturated sodium chloride solution, extracted with ether, dried on magnesium sulfate and concentrated by evap... Reactants: N (ammonia), N1(CCCCC1)C(C(=O)C1=CC=CC=C1)C (α-piperidinopropiophenone), [Mg] (magnesium), BrC1=CC(=CC(=C1OC)C)C(C)(C)C (6-bromo-2-methyl-4-tert-butylanisole), BrCCBr (1,2,-dibromethane), Cl (hydrochloric acid). The solvent is C(C)OCC (diethyl ether). Conditions: time 4 hour. The product is viscous brown oil, COC1=C(C=C(C=C1C)C(C)(C)C)C(C(C)N1CCCCC1)(O)C1=CC=CC=C1 (1-(2'-methoxy-3'-methyl-5'-tert-butylphenyl)-1-phenyl-2-piperidino-propan-1-ol). Isolated yield 78.7%. RXN SMILES: [N:1]1([CH:7]([CH3:16])[C:8]([C:10]2[CH:15]=[CH:14][CH:13]=[CH:12][CH:11]=2)=[O:9])[CH2:6][CH2:5][CH2:4][CH2:3][CH2:2]1.[Mg].Br[C:19]1[C:24]([O:25][CH3:26])=[C:23]([CH3:27])[CH:22]=[C:21]([C:28]([CH3:31])([CH3:30])[CH3:29])[CH:20]=1.BrCCBr.Cl.N>C(OCC)C>[CH3:26][O:25][C:24]1[C:23]([CH3:27])=[CH:22][C:21]([C:28]([CH3:31])([CH3:30])[CH3:29])=[CH:20][C:19]=1[C:8]([C:10]1[CH:11]=[CH:12][CH:13]=[CH:14][CH:15]=1)([OH:9])[CH:7]([N:1]1[CH2:2][CH2:3][CH2:4][CH2:5][CH2:6]1)[CH3:16]. Procedure: 15 g of α-piperidinopropiophenone were added to a Grignard solution of 7.3 g of magnesium, 38.5 g of 6-bromo-2-methyl-4-tert-butylanisole and 28.2 g of 1,2,-dibromethane in 300 ml of diethyl ether. After boiling for 4 hours under reflux, the reaction mixture was poured on to ice and acidified with hydrochloric acid. The acidic aqueous solution and the oily intermediate layer were both separated, together made alkaline with a concentrated aqueous ammonia solution, and the base which separated the... Reactants: CC1(CNC(O1)=O)C1=CC(=C(C=C1)OC)OCC1CC1 (5-methyl-5-(3-cyclopropylmethoxy-4-methoxyphenyl)-2-oxazolidinone), [H-].[Na+] (sodium hydride), C(C1=CC=CC=C1)Br (benzyl bromide). Solvent: CN(C=O)C (dimethylformamide). Conditions: time 2 hour. Product: CC1(CN(C(O1)=O)CC1=CC=CC=C1)C1=CC(=C(C=C1)OC)OCC1CC1 (5-methyl-5(3-cyclopropylmethoxy-4-methoxyphenyl)-3-benzyl-2-oxazolidinone). Isolated yield 52.6%. RXN SMILES: [CH3:1][C:2]1([C:8]2[CH:13]=[CH:12][C:11]([O:14][CH3:15])=[C:10]([O:16][CH2:17][CH:18]3[CH2:20][CH2:19]3)[CH:9]=2)[O:6][C:5](=[O:7])[NH:4][CH2:3]1.[H-].[Na+].[CH2:23](Br)[C:24]1[CH:29]=[CH:28][CH:27]=[CH:26][CH:25]=1>CN(C)C=O>[CH3:1][C:2]1([C:8]2[CH:13]=[CH:12][C:11]([O:14][CH3:15])=[C:10]([O:16][CH2:17][CH:18]3[CH2:20][CH2:19]3)[CH:9]=2)[O:6][C:5](=[O:7])[N:4]([CH2:23][C:24]2[CH:29]=[CH:28][CH:27]=[CH:26][CH:25]=2)[CH2:3]1 |f:1.2|. Procedure details: 500 mg (1.8 mmol) of 5-methyl-5-(3-cyclopropylmethoxy-4-methoxyphenyl)-2-oxazolidinone was first agitated with 75 mg (3.1 mmol) of sodium hydride in 17 ml of dimethylformamide for 30 minutes and, after adding 0.32 ml (2.7 mmol) of benzyl bromide, for 2 hours at room temperature. The procedure was continued analogously to Example 10, thus obtaining 348 mg of 5-methyl-5(3-cyclopropylmethoxy-4-methoxyphenyl)-3-benzyl-2-oxazolidinone as an oil. Reactants: [I-].[Na+] (sodium iodide), C1(=CC=CC=C1)C1(CCCC1)C(S(=O)(=O)[O-])C ((1-phenylcyclopentyl)-methylmethanesulfonate). Solvent: C(C(C)C)C(=O)C (methyl isobutyl ketone). Yields the product C1(=CC=CC=C1)C1(CCCC1)CI ((1-Phenylcyclopentyl)methyl iodide). Yield: 44.8%. RXN SMILES: [I-:1].[Na+].[C:3]1([C:9]2([CH:14](C)S([O-])(=O)=O)[CH2:13][CH2:12][CH2:11][CH2:10]2)[CH:8]=[CH:7][CH:6]=[CH:5][CH:4]=1>C(C(C)=O)C(C)C>[C:3]1([C:9]2([CH2:14][I:1])[CH2:13][CH2:12][CH2:11][CH2:10]2)[CH:8]=[CH:7][CH:6]=[CH:5][CH:4]=1 |f:0.1|. Procedure: 5.00 g (33.3 mmol) of sodium iodide were added to a solution of 1.00 g (3.93 mmol) of (1-phenylcyclopentyl)-methylmethanesulfonate [prepared as described in step (ii) above] in 10 ml of methyl isobutyl ketone, and the resulting mixture was heated under reflux for 18 hours. At the end of this time, the solvent was removed by distillation under reduced pressure, and the resulting residue was partitioned between diethyl ether and water. The organic phase was washed with water, with a saturated aque... Starting materials: ClC1=C(C(=O)NC=2C=C(C=CC2F)C2NC3=CC=C(C=C3CC2(C)C)C(=O)OC)C=CC(=C1)F (methyl 2-(3-(2-chloro-4-fluorobenzamido)-4-fluorophenyl)-3,3-dimethyl-1,2,3,4-tetrahydroquinoline-6-carboxylate), aqueous solution, [OH-].[Na+] (sodium hydroxide). Solvent: CO (methanol). The product is ClC1=C(C(=O)NC=2C=C(C=CC2F)C2NC3=CC=C(C=C3CC2(C)C)C(=O)O)C=CC(=C1)F (2-(3-(2-chloro-4-fluorobenzamido)-4-fluorophenyl)-3,3-dimethyl-1,2,3,4-tetrahydroquinoline-6-carboxylic acid). Yield: 72.2%. As a reaction SMILES: [Cl:1][C:2]1[CH:33]=[C:32]([F:34])[CH:31]=[CH:30][C:3]=1[C:4]([NH:6][C:7]1[CH:8]=[C:9]([CH:14]2[C:23]([CH3:25])([CH3:24])[CH2:22][C:21]3[C:16](=[CH:17][CH:18]=[C:19]([C:26]([O:28]C)=[O:27])[CH:20]=3)[NH:15]2)[CH:10]=[CH:11][C:12]=1[F:13])=[O:5].[OH-].[Na+]>CO>[Cl:1][C:2]1[CH:33]=[C:32]([F:34])[CH:31]=[CH:30][C:3]=1[C:4]([NH:6][C:7]1[CH:8]=[C:9]([CH:14]2[C:23]([CH3:25])([CH3:24])[CH2:22][C:21]3[C:16](=[CH:17][CH:18]=[C:19]([C:26]([OH:28])=[O:27])[CH:20]=3)[NH:15]2)[CH:10]=[CH:11][C:12]=1[F:13])=[O:5] |f:1.2|. Reported procedure: A mixture of methyl 2-(3-(2-chloro-4-fluorobenzamido)-4-fluorophenyl)-3,3-dimethyl-1,2,3,4-tetrahydroquinoline-6-carboxylate (100 mg, 0.2 mmol), 3.1 mL aqueous solution of sodium hydroxide (124 mg, 3.1 mmol) in 5 mL methanol was stirred at reflux for 1 h. LC-MS indicated that the starting material was consumed completely. The solvent was removed by reduced pressure. The residue was purified by column chromatography (petroleum ether/ethyl acetate=1:1) to afford 68 mg of 2-(3-(2-chloro-4-fluoroben...